This data is from the Open Reaction Database (ORD), a public repository of structured organic reaction records. The task is: describe an organic reaction: reactants, conditions, products, and yield Reactants: C(=O)(O)CC1=CC=C(C=C1)N\C(\C1=CC=CC=C1)=C\1/C(NC2=CC=C(C=C12)NS(=O)(=O)C1=CC=CC=C1)=O ((Z)-3-[1-(4-carboxymethyl-phenylamino)-1-phenyl-methylidene]-5-phenylsulphonylamino-2-indolinone), C(C1=CC=CC=C1)N (benzylamine), CN(C)C(=[N+](C)C)ON1C2=C(C=CC=C2)N=N1.[B-](F)(F)(F)F (TBTU), C(C)N(C(C)C)C(C)C (N-ethyl-N,N-diisopropyl-amine). Run in CN(C)C=O (DMF), O (water). Yields the product C(C1=CC=CC=C1)NC(=O)CC1=CC=C(C=C1)N\C(\C1=CC=CC=C1)=C\1/C(NC2=CC=C(C=C12)NS(=O)(=O)C1=CC=CC=C1)=O ((Z)-3-{1-[4-(benzylaminocarbonylmethyl)-phenylamino]-1-phenyl-methylidene}-5-phenylsulphonylamino-2-indolinone). RXN SMILES: [C:1]([CH2:4][C:5]1[CH:10]=[CH:9][C:8]([NH:11]/[C:12](=[C:19]2\[C:20](=[O:38])[NH:21][C:22]3[C:27]\2=[CH:26][C:25]([NH:28][S:29]([C:32]2[CH:37]=[CH:36][CH:35]=[CH:34][CH:33]=2)(=[O:31])=[O:30])=[CH:24][CH:23]=3)/[C:13]2[CH:18]=[CH:17][CH:16]=[CH:15][CH:14]=2)=[CH:7][CH:6]=1)(O)=[O:2].[CH2:39]([NH2:46])[C:40]1[CH:45]=[CH:44][CH:43]=[CH:42][CH:41]=1.CN(C(ON1N=NC2C=CC=CC1=2)=[N+](C)C)C.[B-](F)(F)(F)F.C(N(C(C)C)C(C)C)C>CN(C=O)C.O>[CH2:39]([NH:46][C:1]([CH2:4][C:5]1[CH:6]=[CH:7][C:8]([NH:11]/[C:12](=[C:19]2\[C:20](=[O:38])[NH:21][C:22]3[C:27]\2=[CH:26][C:25]([NH:28][S:29]([C:32]2[CH:33]=[CH:34][CH:35]=[CH:36][CH:37]=2)(=[O:31])=[O:30])=[CH:24][CH:23]=3)/[C:13]2[CH:14]=[CH:15][CH:16]=[CH:17][CH:18]=2)=[CH:9][CH:10]=1)=[O:2])[C:40]1[CH:45]=[CH:44][CH:43]=[CH:42][CH:41]=1 |f:2.3|. Reported procedure: A solution of 315 mg (0.6 mmol) of (Z)-3-[1-(4-carboxymethyl-phenylamino)-1-phenyl-methylidene]-5-phenylsulphonylamino-2-indolinone, 85 mg (0.8 mmol) of benzylamine, 212 mg (0.66 mmol) of TBTU and 1 ml of N-ethyl-N,N-diisopropyl-amine in 5 ml of DMF is stirred for 3 hours at ambient temperature. Then 50 ml of water are added. The yellow precipitate formed is suction filtered, washed with water, a little isopropanol and ether, then dried in vacuo. The reactants are C1=CC=C(C=C1)S(=O)(=O)N(F)S(=O)(=O)C2=CC=CC=C2 (N-fluorobenzenesulfonimide), C(C)(C)(C)OC(=O)N1CCN(CC1)C=1C2=C(SC1Br)C=C(C=C2)F (4-(2-bromo-6-fluoro-benzo[b]thiophen-3-yl)-piperazine-1-carboxylic acid tert-butyl ester), C(CCC)[Li] (n-butyllithium), CCCCCC (hexane), [Na+].[Cl-] (NaCl). Run in O (water), C1CCOC1 (THF), C1CCOC1 (THF). Reaction conditions: temperature -65 celsius. Yields the product C(C)(C)(C)OC(=O)N1CCN(CC1)C=1C2=C(SC1F)C=C(C=C2)F (4-(2-Fluoro-6-fluoro-benzo[b]thiophen-3-yl)-piperazine-1-carboxylic acid tert-butyl ester). Yield: 82.7%. RXN SMILES: [C:1]([O:5][C:6]([N:8]1[CH2:13][CH2:12][N:11]([C:14]2[C:15]3[CH:23]=[CH:22][C:21]([F:24])=[CH:20][C:16]=3[S:17][C:18]=2Br)[CH2:10][CH2:9]1)=[O:7])([CH3:4])([CH3:3])[CH3:2].C([Li])CCC.CCCCCC.C1C=CC(S(N(S(C2C=CC=CC=2)(=O)=O)[F:46])(=O)=O)=CC=1.[Na+].[Cl-]>C1COCC1.O>[C:1]([O:5][C:6]([N:8]1[CH2:13][CH2:12][N:11]([C:14]2[C:15]3[CH:23]=[CH:22][C:21]([F:24])=[CH:20][C:16]=3[S:17][C:18]=2[F:46])[CH2:10][CH2:9]1)=[O:7])([CH3:4])([CH3:3])[CH3:2] |f:4.5|. Procedure: At a temperature of −65° C. stir, under nitrogen, a solution of the 4-(2-bromo-6-fluoro-benzo[b]thiophen-3-yl)-piperazine-1-carboxylic acid tert-butyl ester (Example 28b) (15.59 g, 37.55 mmol) in anhydrous THF (247 mL) and add, dropwise, n-butyllithium in hexane (2.5M, 19.53 mL, 48.82 mmol). Stir for 30 min and then add, dropwise, N-fluorobenzenesulfonimide (17.76 g, 56.33 mmol) dissolved in anhydrous THF. Stir overnight at ambient temperature, cool the reaction to 0° C., add saturated NaCl solu... Starting materials: S(=O)([O-])[O-].[Na+].[Na+] (sodium sulfite), COC1=C(C=CC(=C1)OC)C(CC(=O)OC)CCCCC (methyl 3-(2,4-dimethoxyphenyl)-octanoate), F[N+]1=C(C=CC(=C1)C(F)(F)F)S(=O)(=O)[O-] (1-fluoro-5-trifluoromethylpyridinium-2-sulfonate). Run in ClCCCl (1,2-dichloroethane), ClCCCl (1,2-dichloroethane). Conditions: temperature 90 celsius, time 2.5 hour. Product: COC1=C(C=C(C(=C1)OC)F)C(CC(=O)OC)CCCCC (Methyl 3-(2,4-dimethoxy-5-fluorophenyl)octanoate). Isolated yield 18.0%. As a reaction SMILES: [CH3:1][O:2][C:3]1[CH:8]=[C:7]([O:9][CH3:10])[CH:6]=[CH:5][C:4]=1[CH:11]([CH2:17][CH2:18][CH2:19][CH2:20][CH3:21])[CH2:12][C:13]([O:15][CH3:16])=[O:14].[F:22][N+]1C=C(C(F)(F)F)C=CC=1S([O-])(=O)=O.S([O-])([O-])=O.[Na+].[Na+]>ClCCCl>[CH3:1][O:2][C:3]1[CH:8]=[C:7]([O:9][CH3:10])[C:6]([F:22])=[CH:5][C:4]=1[CH:11]([CH2:17][CH2:18][CH2:19][CH2:20][CH3:21])[CH2:12][C:13]([O:15][CH3:16])=[O:14] |f:2.3.4|. Reported procedure: A solution of 943 mg (3.20 mmol) of methyl 3-(2,4-dimethoxyphenyl)-octanoate [prepared as described in Preparation 32(i)] in 5 ml of 1,2-dichloroethane was added to a suspension of 864 mg (3.53 mmol) of 1-fluoro-5-trifluoromethylpyridinium-2-sulfonate in 10 ml of 1,2-dichloroethane, and the resulting mixture was stirred at 90° C. for 2.5 hours. The reaction mixture was then poured into a saturated aqueous solution of sodium sulfite, and the aqueous mixture was freed from the solvent by evaporati... Reactants: C1CCOC1, N#CC(=C1SCC(CCl)S1)n1ccnc1. The product is C=C1CSC(=C(C#N)n2ccnc2)S1. RXN SMILES: [O:16]1[CH2:17][CH2:18][CH2:19][CH2:20]1.[n:1]1([C:6]([C:7]#[N:8])=[C:9]2[S:10][CH2:11][CH:12]([CH2:14][Cl:15])[S:13]2)[cH:2][n:3][cH:4][cH:5]1>>[n:1]1([C:6]([C:7]#[N:8])=[C:9]2[S:10][CH2:11][C:12](=[CH2:14])[S:13]2)[cH:2][n:3][cH:4][cH:5]1. The reactants are O (water), N1=CC=CC=C1 (pyridine), C(CC)(=O)Cl (propionyl chloride), C(C1=CC=CC=C1)(=O)C1=NC(=CC=C1N)Cl (2-benzoyl-3-amino-6-chloropyridine). Solvent: O1CCOCC1 (dioxane). Conditions: time 2 hour. Yields the product ClC1=C(C(=O)C2=NC(=CC=C2N)Cl)C=CC=C1 (2-(o-chlorobenzoyl)-3-amino-6-chloropyridine). As a reaction SMILES: [C:1]([C:9]1[C:14]([NH2:15])=[CH:13][CH:12]=[C:11]([Cl:16])[N:10]=1)(=[O:8])[C:2]1[CH:7]=[CH:6][CH:5]=[CH:4][CH:3]=1.N1C=CC=CC=1.C([Cl:27])(=O)CC.O>O1CCOCC1>[Cl:27][C:7]1[CH:6]=[CH:5][CH:4]=[CH:3][C:2]=1[C:1]([C:9]1[C:14]([NH2:15])=[CH:13][CH:12]=[C:11]([Cl:16])[N:10]=1)=[O:8]. Reported procedure: 43 grams of 2-benzoyl-3-amino-6-chloropyridine were dissolved in 100 ml of dioxane, then 16 ml of pyridine and finally with stirring 18 ml of propionyl chloride were added. The mixture was stirred for 2 hours, then water was added until crystallization began. The material which precipitated was recrystallized from methanol/water. Yield 48 grams; M.P. 40° C. Reactants: CC(Cl)c1ccc(Cl)cn1, CC(C)CC(CO)Nc1nc(S)nc2nc(N)sc12. The product is CC(C)CC(CO)Nc1nc(SC(C)c2ccc(Cl)cn2)nc2nc(N)sc12. Reaction SMILES: [Cl:20][c:21]1[cH:22][cH:23][c:24]([CH:27]([CH3:28])[Cl:29])[n:25][cH:26]1.[NH2:1][c:2]1[s:3][c:4]2[c:5]([n:6][c:7]([SH:18])[n:8][c:9]2[NH:10][CH:11]([CH2:12][OH:13])[CH2:14][CH:15]([CH3:16])[CH3:17])[n:19]1>>[NH2:1][c:2]1[s:3][c:4]2[c:5]([n:6][c:7]([S:18][CH:27]([c:24]3[cH:23][cH:22][c:21]([Cl:20])[cH:26][n:25]3)[CH3:28])[n:8][c:9]2[NH:10][CH:11]([CH2:12][OH:13])[CH2:14][CH:15]([CH3:16])[CH3:17])[n:19]1. Starting materials: C(C)(C)(C)OC(=O)NC1=C(C=CC=C1)B(O)O (2-(tert-butoxycarbonylamino)phenylboronic acid), ClC=1C(=NC=C(C1)\C=C\C1=CC=CC=C1)C#N ((E)-3-chloro-5-styrylpicolinonitrile), tetrakis(triphenyl-phosphine)palladium, C([O-])([O-])=O.[Na+].[Na+] (sodium carbonate). The solvent is C1(=CC=CC=C1)C.C(C)O (toluene ethanol), CO (methanol). Yields the product C(=C\C1=CC=CC=C1)/C=1C=NC2=C(N=C3C(=C2C1)C=CC=C3)N ((E)-2-styrylbenzo[f][1,7]naphthyridin-5-amine). Reaction SMILES: C(OC([NH:8][C:9]1[CH:14]=[CH:13][CH:12]=[CH:11][C:10]=1B(O)O)=O)(C)(C)C.Cl[C:19]1[C:20]([C:33]#[N:34])=[N:21][CH:22]=[C:23](/[CH:25]=[CH:26]/[C:27]2[CH:32]=[CH:31][CH:30]=[CH:29][CH:28]=2)[CH:24]=1.C(=O)([O-])[O-].[Na+].[Na+]>C1(C)C=CC=CC=1.C(O)C.CO>[CH:25](/[C:23]1[CH:22]=[N:21][C:20]2[C:19]([CH:24]=1)=[C:10]1[CH:11]=[CH:12][CH:13]=[CH:14][C:9]1=[N:8][C:33]=2[NH2:34])=[CH:26]\[C:27]1[CH:32]=[CH:31][CH:30]=[CH:29][CH:28]=1 |f:2.3.4,5.6|. Procedure details: A solution of 2-(tert-butoxycarbonylamino)phenylboronic acid (1.0 eq.) and (E)-3-chloro-5-styrylpicolinonitrile (from step 1) (1.0 eq.), tetrakis(triphenyl-phosphine)palladium (5 mol %), and 2N aqueous sodium carbonate solution (2.0 eq.) in toluene/ethanol (2:1, 0.03 M) was stirred at 100° C. overnight. After cooling to ambient temperature, the reaction content was diluted with methanol. The insoluble solids were filtered off, and the filtrate was concentrated en vacuo to obtain a crude residue.... Starting materials: C(C)C1=C(C(=O)O)C=CC(=C1S(=O)(=O)C)C1=CC=CC=C1 (2-ethyl-3-methylsulphonyl-4-phenylbenzoic acid), tetrakis(triphenylphosphine) Pd(0), [Cl-].C[N+]1=C(C=CC=C1)Cl (1-methyl-2-chloropyridinium chloride), C(C)C1=C(C(=O)OC)C=CC(=C1S(=O)(=O)C)Br (methyl 2-ethyl-3-methylsulphonyl-4-bromobenzoate), C1(=CC=CC=C1)B(O)O (phenylboronic acid), [Cl-].NC(=[NH2+])N (guanidinium chloride), C(C)(C)N(CC)C(C)C (diisopropylethylamine). Solvent: CN1C(CCC1)=O (1-methylpyrrolidone). Reaction conditions: time 15 minute. The product is NC(=NC(C1=C(C(=C(C=C1)C1=CC=CC=C1)S(=O)(=O)C)CC)=O)N (N-Diaminomethylene-2-ethyl-3-methylsulphonyl-4-phenylbenzamide). RXN SMILES: [CH2:1]([C:3]1[C:11]([S:12]([CH3:15])(=[O:14])=[O:13])=[C:10]([C:16]2[CH:21]=[CH:20][CH:19]=[CH:18][CH:17]=2)[CH:9]=[CH:8][C:4]=1[C:5](O)=[O:6])[CH3:2].C(C1C(S(C)(=O)=O)=C(Br)C=CC=1C(OC)=O)C.C1(B(O)O)C=CC=CC=1.[Cl-].C[N+]1C=CC=CC=1Cl.[Cl-].[NH2:58][C:59]([NH2:61])=[NH2+:60].C(N(C(C)C)CC)(C)C>CN1CCCC1=O>[NH2:60][C:59]([NH2:61])=[N:58][C:5](=[O:6])[C:4]1[CH:8]=[CH:9][C:10]([C:16]2[CH:21]=[CH:20][CH:19]=[CH:18][CH:17]=2)=[C:11]([S:12]([CH3:15])(=[O:14])=[O:13])[C:3]=1[CH2:1][CH3:2] |f:3.4,5.6|. Procedure: 1.0 g of 2-ethyl-3-methylsulphonyl-4-phenylbenzoic acid [obtainable by reacting methyl 2-ethyl-3-methylsulphonyl-4-bromobenzoate with phenylboronic acid in the presence of tetrakis(triphenylphosphine)-Pd(0) and then hydrolyzing] is dissolved in 15 ml of 1-methylpyrrolidone, and 0.67 g of 1-methyl-2-chloropyridinium chloride is added to this solution which is then stirred for 15 min. 0.9 g of guanidinium chloride and 2.6 ml of diisopropylethylamine are then added, and the mixture is stirred at ro...